From a dataset of the Open Reaction Database (ORD), a public repository of structured organic reaction records. describe an organic reaction: reactants, conditions, products, and yield Procedure details: A mixture containing 3-(S)-(1-carbamoyl-1,1-diphenylmethyl)pyrrolidine (0.1 g--see Preparation 10B), 4-hydroxyphenethyl bromide (0.072 g), anhydrous potassium carbonate (0.15 g) and acetonitrile (2 ml) was heated under reflux for 45 minutes. On cooling, the mixture was partitioned between dichloromethane (5 ml) and 10% aqueous potassium carbonate (10 ml). The layers were separated, and the aqueous layer was further extracted with dichloromethane (2×5 m]). The combined dichloromethane extracts we... As a reaction SMILES: [C:1]([C:4]([C@@H:17]1[CH2:21][CH2:20][NH:19][CH2:18]1)([C:11]1[CH:16]=[CH:15][CH:14]=[CH:13][CH:12]=1)[C:5]1[CH:10]=[CH:9][CH:8]=[CH:7][CH:6]=1)(=[O:3])[NH2:2].[OH:22][C:23]1[CH:31]=[CH:30][C:26]([CH2:27][CH2:28]Br)=[CH:25][CH:24]=1.C(=O)([O-])[O-].[K+].[K+]>C(#N)C>[C:1]([C:4]([C@@H:17]1[CH2:21][CH2:20][N:19]([CH2:28][CH2:27][C:26]2[CH:30]=[CH:31][C:23]([OH:22])=[CH:24][CH:25]=2)[CH2:18]1)([C:11]1[CH:12]=[CH:13][CH:14]=[CH:15][CH:16]=1)[C:5]1[CH:10]=[CH:9][CH:8]=[CH:7][CH:6]=1)(=[O:3])[NH2:2] |f:2.3.4|. Product: C(N)(=O)C(C1=CC=CC=C1)(C1=CC=CC=C1)[C@H]1CN(CC1)CCC1=CC=C(C=C1)O (3-(S)-(1-carbamoyl-1,1-diphenylmethyl)-1-[2-(4-hydroxyphenyl)ethyl]pyrrolidine). Reactants: C(N)(=O)C(C1=CC=CC=C1)(C1=CC=CC=C1)[C@H]1CNCC1 (3-(S)-(-)-(1-carbamoyl1,1-diphenylmethyl)pyrrolidine), OC1=CC=C(CCBr)C=C1 (4-hydroxyphenethyl bromide), C([O-])([O-])=O.[K+].[K+] (potassium carbonate). Run in C(C)#N (acetonitrile). Starting materials: solution, B(Br)(Br)Br (boron tribromide), FC1=C(OC2=CC3=C(C=N2)N=C(O3)C3=CC(=C(C(=C3)C)OC)C)C=CC=C1 (6-(2-fluorophenoxy)-2-(4-methoxy-3,5-dimethylphenyl)oxazolo[4,5-c]pyridine), solution, B(Br)(Br)Br (boron tribromide), C([O-])(O)=O.[Na+] (sodium bicarbonate). Solvent: ClCCl (dichloromethane), ClCCl (dichloromethane), ClCCl (dichloromethane). Run at temperature 0 celsius, time 1 hour. The product is FC1=C(OC2=CC3=C(C=N2)N=C(O3)C3=CC(=C(C(=C3)C)O)C)C=CC=C1 (4-[6-(2-Fluorophenoxy)oxazolo[4,5-c]pyridin-2-yl]-2,6-dimethylphenol). RXN SMILES: [F:1][C:2]1[CH:27]=[CH:26][CH:25]=[CH:24][C:3]=1[O:4][C:5]1[N:10]=[CH:9][C:8]2[N:11]=[C:12]([C:14]3[CH:19]=[C:18]([CH3:20])[C:17]([O:21]C)=[C:16]([CH3:23])[CH:15]=3)[O:13][C:7]=2[CH:6]=1.B(Br)(Br)Br.C(=O)(O)[O-].[Na+]>ClCCl>[F:1][C:2]1[CH:27]=[CH:26][CH:25]=[CH:24][C:3]=1[O:4][C:5]1[N:10]=[CH:9][C:8]2[N:11]=[C:12]([C:14]3[CH:15]=[C:16]([CH3:23])[C:17]([OH:21])=[C:18]([CH3:20])[CH:19]=3)[O:13][C:7]=2[CH:6]=1 |f:2.3|. Reported procedure: A solution of 60 mg of 6-(2-fluorophenoxy)-2-(4-methoxy-3,5-dimethylphenyl)oxazolo[4,5-c]pyridine in 2 ml of dichloromethane was cooled to 0° C., and 0.4 ml of a 1 M solution of boron tribromide in dichloromethane were added over a period of 10 min. The mixture was stirred at 0° C. for 1 h and a further 0.2 ml of a 1 M solution of boron tribromide in dichloromethane was then added. The reaction was then stirred at room temperature for 16 h. For work-up, saturated aqueous sodium bicarbonate solut... Starting materials: FC(C1=CC(=NC=2N1N=CC2C(=O)O)C2=CC=C(C=C2)OC(F)(F)F)F (7-difluoromethyl-5-(4-trifluoromethoxy-phenyl)-pyrazolo[1,5-a]pyrimidine-3-carboxylic acid), S(N)(=O)(=O)C=1C=C(C=CC1)N (3-sulfamoyl-phenylamine). Product: S(N)(=O)(=O)C=1C=C(C=CC1)NC(=O)C=1C=NN2C1N=C(C=C2C(F)F)C2=CC=C(C=C2)OC(F)(F)F (7-Difluoromethyl-5-(4-trifluoromethoxy-phenyl)-pyrazolo[1,5-a]pyrimidine-3-carboxylic acid(3-sulfamoyl-phenyl)-amide). As a reaction SMILES: [F:1][CH:2]([F:26])[C:3]1[N:8]2[N:9]=[CH:10][C:11]([C:12]([OH:14])=O)=[C:7]2[N:6]=[C:5]([C:15]2[CH:20]=[CH:19][C:18]([O:21][C:22]([F:25])([F:24])[F:23])=[CH:17][CH:16]=2)[CH:4]=1.[S:27]([C:31]1[CH:32]=[C:33]([NH2:37])[CH:34]=[CH:35][CH:36]=1)(=[O:30])(=[O:29])[NH2:28]>>[S:27]([C:31]1[CH:32]=[C:33]([NH:37][C:12]([C:11]2[CH:10]=[N:9][N:8]3[C:3]([CH:2]([F:1])[F:26])=[CH:4][C:5]([C:15]4[CH:16]=[CH:17][C:18]([O:21][C:22]([F:24])([F:25])[F:23])=[CH:19][CH:20]=4)=[N:6][C:7]=23)=[O:14])[CH:34]=[CH:35][CH:36]=1)(=[O:29])(=[O:30])[NH2:28]. Procedure: The title compound was prepared from 7-difluoromethyl-5-(4-trifluoromethoxy-phenyl)-pyrazolo[1,5-a]pyrimidine-3-carboxylic acid (example C.20) and 3-sulfamoyl-phenylamine [commercially available] according to general procedure II. Yellow solid. MS (ISP) 526.2 [(M−H)−]; mp 231° C. Starting materials: C1(=CC=CC=C1)[C@H](C)NC1=CN=CC(=N1)N1C=NC2=C1C=CC(=C2)N (1-(6-{[(1S)-1-phenylethyl]amino}pyrazin-2-yl)-1H-benzimidazol-5-amine), COCC(=O)Cl (methoxyacetyl chloride). Product: COCC(=O)NC1=CC2=C(N(C=N2)C2=NC(=CN=C2)N[C@@H](C)C2=CC=CC=C2)C=C1 (2-Methoxy-N-[1-(6-{[(1S)-1-phenylethyl]amino}pyrazin-2-yl)-1H-benzimidazol-5-yl]acetamide). The yield is 49.7%. As a reaction SMILES: [C:1]1([C@@H:7]([NH:9][C:10]2[N:15]=[C:14]([N:16]3[C:20]4[CH:21]=[CH:22][C:23]([NH2:25])=[CH:24][C:19]=4[N:18]=[CH:17]3)[CH:13]=[N:12][CH:11]=2)[CH3:8])[CH:6]=[CH:5][CH:4]=[CH:3][CH:2]=1.[CH3:26][O:27][CH2:28][C:29](Cl)=[O:30]>>[CH3:26][O:27][CH2:28][C:29]([NH:25][C:23]1[CH:22]=[CH:21][C:20]2[N:16]([C:14]3[CH:13]=[N:12][CH:11]=[C:10]([NH:9][C@H:7]([C:1]4[CH:6]=[CH:5][CH:4]=[CH:3][CH:2]=4)[CH3:8])[N:15]=3)[CH:17]=[N:18][C:19]=2[CH:24]=1)=[O:30]. Procedure: In a procedure analogous to example 32, reaction of 1-(6-{[(1S)-1-phenylethyl]amino}pyrazin-2-yl)-1H-benzimidazol-5-amine (33 mg, 0.10 mmol) and methoxyacetyl chloride (12 mg, 0.11 mmol) furnished the product (20 mg, 50%) after chromatography. Starting materials: O1CC1CCCCCC (epoxyoctane), Example 10, N(=NC(C#N)(C)C)C(C#N)(C)C (Azobisisobutyronitrile). Run in C=CCCCCCC (octene), C=CC1=CC=CC=C1 (styrene). Reaction conditions: temperature 130 celsius. Product: C=CC1=CC=CC=C1.C=CCCCCCC (Styrene octene). Reaction SMILES: O1[CH:3]([CH2:4][CH2:5][CH2:6][CH2:7][CH2:8][CH3:9])[CH2:2]1.N(C(C)(C)C#N)=NC(C)(C)C#N>C=CCCCCCC.C=CC1C=CC=CC=1>[CH2:2]=[CH:3][C:4]1[CH:9]=[CH:8][CH:7]=[CH:6][CH:5]=1.[CH2:2]=[CH:3][CH2:4][CH2:5][CH2:6][CH2:7][CH2:8][CH3:9] |f:4.5|. Procedure details: The epoxyoctane hydrophobic dense star polymer described in Example 10 (0.1 g) was dissolved in a mixture of 1 g of octene and 19 g of styrene. Azobisisobutyronitrile (0.15 g) was added and the resulting solution was heated at 100° C. for 0.5 day and 130° C. for 1 day to give a solid polymer. Reactants: CO, COC(C=O)OC, CC(N)C(C)(C)C. Yields the product COC(CNC(C)C(C)(C)C)OC. RXN SMILES: [CH3:15][OH:16].[CH3:1][O:2][CH:3]([CH:4]=[O:5])[O:6][CH3:7].[CH3:8][C:9]([CH:10]([CH3:11])[NH2:12])([CH3:13])[CH3:14]>>[CH3:1][O:2][CH:3]([CH2:4][NH:12][CH:10]([C:9]([CH3:8])([CH3:13])[CH3:14])[CH3:11])[O:6][CH3:7]. Product: N(=[N+]=[N-])CCCC[C@H](C(=O)O[C@@H]1[C@@H](O[C@H]([C@@H]1O)N1C2=NC=NC(=C2N=C1)N)COP(=O)(O)O[C@@H]1[C@H](O[C@H](C1)N1C(N=C(C=C1)N)=O)COP(=O)(O)O)NC(=O)OC(C)(C)C ((2S)-(2R,3S,4R,5R)-2-((((((2R,3S,5R)-5-(4-amino-2-oxopyrimidin-1(2H)-yl)-2-((phosphonooxy)methyl)tetrahydrofuran-3-yl)oxy)(hydroxy)phosphoryl)oxy)methyl)-5-(6-amino-9H-purin-9-yl)-4-hydroxytetrahydrofuran-3-yl 6-azido-2-((tert-butoxycarbonyl)amino)hexanoate). Reaction SMILES: C([N+](CCCC)(CCCC)CCCC)CCC.[P:18]([O:22][CH2:23][C@@H:24]1[C@@H:28]([O:29][P:30]([O:33][CH2:34][C@@H:35]2[C@@H:39]([OH:40])[C@@H:38]([OH:41])[C@H:37]([N:42]3[CH:50]=[N:49][C:48]4[C:43]3=[N:44][CH:45]=[N:46][C:47]=4[NH2:51])[O:36]2)([OH:32])=[O:31])[CH2:27][C@H:26]([N:52]2[CH:57]=[CH:56][C:55]([NH2:58])=[N:54][C:53]2=[O:59])[O:25]1)([OH:21])([OH:20])=[O:19].[N:60]([CH2:63][CH2:64][CH2:65][CH2:66][C@H:67]([NH:74][C:75]([O:77][C:78]([CH3:81])([CH3:80])[CH3:79])=[O:76])[C:68](OCC#N)=[O:69])=[N+:61]=[N-:62]>O.O1CCCC1>[N:60]([CH2:63][CH2:64][CH2:65][CH2:66][C@@H:67]([NH:74][C:75]([O:77][C:78]([CH3:81])([CH3:80])[CH3:79])=[O:76])[C:68]([O:40][C@H:39]1[C@@H:38]([OH:41])[C@H:37]([N:42]2[CH:50]=[N:49][C:48]3[C:43]2=[N:44][CH:45]=[N:46][C:47]=3[NH2:51])[O:36][C@H:35]1[CH2:34][O:33][P:30]([O:29][C@H:28]1[CH2:27][C@H:26]([N:52]2[CH:57]=[CH:56][C:55]([NH2:58])=[N:54][C:53]2=[O:59])[O:25][C@@H:24]1[CH2:23][O:22][P:18]([OH:21])([OH:20])=[O:19])([OH:32])=[O:31])=[O:69])=[N+:61]=[N-:62] |f:0.1|. Procedure details: A solution of ((2R,3S,5R)-5-(4-amino-2-oxopyrimidin-1(2H)-yl)-3-(((((2R,3S,4R,5R)-5-(6-amino-9H-purin-9-yl)-3,4-dihydroxytetrahydrofuran-2-yl)methoxy) (hydroxy)phosphoryl)oxy)tetrahydrofuran-2-yl)methyl dihydrogenphosphate (Compound 1h) (78 mg, 0.122 mmol) in water (0.3 mL) and a solution of (S)-cyanomethyl 6-azido-2-((tert-butoxycarbonyl)amino)hexanoate (Compound tk49) (152 mg, 0.488 mmol) in tetrahydrofuran (0.3 mL) were added to buffer A (18 mL), and the mixture was stirred at room temperatur... Reaction conditions: time 0.75 hour. Run in O (water), O1CCCC1 (tetrahydrofuran). Yield: 27.8%. Starting materials: C(CCC)[N+](CCCC)(CCCC)CCCC.P(=O)(O)(O)OC[C@H]1O[C@H](C[C@@H]1OP(=O)(O)OC[C@H]1O[C@H]([C@@H]([C@@H]1O)O)N1C2=NC=NC(=C2N=C1)N)N1C(N=C(C=C1)N)=O (((2R,3S,5R)-5-(4-Amino-2-oxopyrimidin-1(2H)-yl)-3-(((((2R,3S,4R,5R)-5-(6-amino-9H-purin-9-yl)-3,4-dihydroxytetrahydrofuran-2-yl)methoxy)(hydroxy)phosphoryl)oxy)tetrahydrofuran-2-yl)methyl dihydrogenphosphate tetrabutylammonium salt), C(CCC)[N+](CCCC)(CCCC)CCCC.P(=O)(O)(O)OC[C@H]1O[C@H](C[C@@H]1OP(=O)(O)OC[C@H]1O[C@H]([C@@H]([C@@H]1O)O)N1C2=NC=NC(=C2N=C1)N)N1C(N=C(C=C1)N)=O (((2R,3S,5R)-5-(4-Amino-2-oxopyrimidin-1(2H)-yl)-3-(((((2R,3S,4R,5R)-5-(6-amino-9H-purin-9-yl)-3,4-dihydroxytetrahydrofuran-2-yl)methoxy)(hydroxy)phosphoryl)oxy)tetrahydrofuran-2-yl)methyl dihydrogenphosphate tetrabutylammonium salt), N(=[N+]=[N-])CCCC[C@@H](C(=O)OCC#N)NC(=O)OC(C)(C)C ((S)-cyanomethyl 6-azido-2-((tert-butoxycarbonyl)amino)hexanoate). Reactants: [Cl-].[NH4+] (ammonium chloride), C(C)(=O)C=1C=CC(=NC1)Br (5-acetyl-2-bromopyridine), C([O-])([O-])=O.[K+].[K+] (potassium carbonate), N1C=NC=C1 (imidazole). The solvent is CN(C=O)C (dimethylformamide), O (water). Reaction conditions: temperature 100 celsius. Yields the product C(C)(=O)C=1C=CC(=NC1)N1C=NC=C1 (5-acetyl-2-(1H-imidazole-1-yl)pyridine). The yield is 46.2%. RXN SMILES: [NH:1]1[CH:5]=[CH:4][N:3]=[CH:2]1.[C:6]([C:9]1[CH:10]=[CH:11][C:12](Br)=[N:13][CH:14]=1)(=[O:8])[CH3:7].C(=O)([O-])[O-].[K+].[K+].[Cl-].[NH4+]>CN(C)C=O.O>[C:6]([C:9]1[CH:10]=[CH:11][C:12]([N:1]2[CH:5]=[CH:4][N:3]=[CH:2]2)=[N:13][CH:14]=1)(=[O:8])[CH3:7] |f:2.3.4,5.6|. Reported procedure: 204 mg (corresponding to 3.00 mmol) of imidazole was dissolved in 5 mL of dimethylformamide. Then, 200 mg (corresponding to 1.00 mmol) of 5-acetyl-2-bromopyridine and 414 mg (corresponding to 3.00 mmol) of potassium carbonate were added thereto. The resulting solution was heated at 100° C. for 3 hours. After the completion of the reaction, the reaction solution was cooled down to room temperature, supplemented with a saturated ammonium chloride aqueous solution and water, and extracted 3 times w... Starting materials: N1(C=NC=C1)CCCCCN (1H-imidazole-1-pentanamine), O (water), ClC=1C=C2C=C(NC2=CC1)C(=O)O (5-chloroindole-2-carboxylic acid), C(=O)(N1C=NC=C1)N1C=NC=C1 (1,1'-carbonyldiimidazole). Run in O1CCCC1 (tetrahydrofuran), O1CCCC1 (tetrahydrofuran). Conditions: time 3 hour. Product: ClC=1C=C2C=C(NC2=CC1)C(=O)NCCCCCN1C=NC=C1 (5-Chloro-N-[5-(1H-imidazol-1-yl)pentyl]-1H-indole-2-carboxamide). Isolated yield 79.4%. RXN SMILES: [Cl:1][C:2]1[CH:3]=[C:4]2[C:8](=[CH:9][CH:10]=1)[NH:7][C:6]([C:11]([OH:13])=O)=[CH:5]2.C(N1C=CN=C1)(N1C=CN=C1)=O.[N:26]1([CH2:31][CH2:32][CH2:33][CH2:34][CH2:35][NH2:36])[CH:30]=[CH:29][N:28]=[CH:27]1.O>O1CCCC1>[Cl:1][C:2]1[CH:3]=[C:4]2[C:8](=[CH:9][CH:10]=1)[NH:7][C:6]([C:11]([NH:36][CH2:35][CH2:34][CH2:33][CH2:32][CH2:31][N:26]1[CH:30]=[CH:29][N:28]=[CH:27]1)=[O:13])=[CH:5]2. Procedure details: A mixture of 0.90 g of 5-chloroindole-2-carboxylic acid and 0.74 g of 1,1'-carbonyldiimidazole in 25 ml of tetrahydrofuran was stirred at room temperature for 3 hours. Then 0.70 g of 1H-imidazole-1-pentanamine in 25 ml of tetrahydrofuran was added and stirring was continued for 16 hours. The mixture was heated at reflux for 5 hours, 5 ml of water was added and heating was continued for one hour longer. The mixture was concentrated, then one ml of 5N sodium hydroxide and about 25 ml of dichlorome... Starting materials: Cc1ccc(N)cc1C, O=C(Cl)c1ccc(Cl)nc1, Cc1cc(NC(=O)c2ccc(Cl)nc2)ccc1I. Yields the product Cc1ccc(NC(=O)c2ccc(Cl)nc2)cc1C. RXN SMILES: [CH3:1][c:2]1[cH:3][c:4]([NH2:5])[cH:6][cH:7][c:8]1[CH3:9].[Cl:10][c:11]1[n:12][cH:13][c:14]([C:15](=[O:16])[Cl:17])[cH:18][cH:19]1.[Cl:20][c:21]1[cH:22][cH:23][c:24]([C:25]([NH:26][c:27]2[cH:28][cH:29][c:30]([I:31])[c:32]([CH3:33])[cH:34]2)=[O:35])[cH:36][n:37]1>>[CH3:1][c:2]1[cH:3][c:4]([NH:5][C:15]([c:14]2[cH:13][n:12][c:11]([Cl:10])[cH:19][cH:18]2)=[O:16])[cH:6][cH:7][c:8]1[CH3:9].